This data is from the Open Reaction Database (ORD), a public repository of structured organic reaction records. The task is: describe an organic reaction: reactants, conditions, products, and yield Starting materials: ClC=1C=C(C=CC1Cl)[C@@H](CNC)CCN1CCC(CC1)C1=C(C=CC=C1)[S@@](=O)C (N-[(S)-2-(3,4-dichlorophenyl)4-[4-[(S)-2-methylsulfinylphenyl]-1-piperidinyl]butyl]-N-methylamine), [N+](=O)([O-])C1=CC=C(C=2CCCCC12)C(=O)Cl (4-nitro-5,6,7,8-tetrahydro-1-naphthalenecarbonyl chloride), citrate salt. Yields the product ClC=1C=C(C=CC1Cl)[C@@H](CN(C(=O)C1=CC=C(C=2CCCCC12)[N+](=O)[O-])C)CCN1CCC(CC1)C1=C(C=CC=C1)[S@@](=O)C (N-[(S)-2-(3,4-Dichlorophenyl)4-[4-[(S)-2-methylsulfinylphenyl]-1-piperidinyl]butyl]-N-methyl-4-nitro-5,6,7,8-tetrahydro-1-naphthamide). RXN SMILES: [Cl:1][C:2]1[CH:3]=[C:4]([C@H:9]([CH2:13][CH2:14][N:15]2[CH2:20][CH2:19][CH:18]([C:21]3[CH:26]=[CH:25][CH:24]=[CH:23][C:22]=3[S@:27]([CH3:29])=[O:28])[CH2:17][CH2:16]2)[CH2:10][NH:11][CH3:12])[CH:5]=[CH:6][C:7]=1[Cl:8].[N+:30]([C:33]1[C:42]2[CH2:41][CH2:40][CH2:39][CH2:38][C:37]=2[C:36]([C:43](Cl)=[O:44])=[CH:35][CH:34]=1)([O-:32])=[O:31]>>[Cl:1][C:2]1[CH:3]=[C:4]([C@H:9]([CH2:13][CH2:14][N:15]2[CH2:16][CH2:17][CH:18]([C:21]3[CH:26]=[CH:25][CH:24]=[CH:23][C:22]=3[S@:27]([CH3:29])=[O:28])[CH2:19][CH2:20]2)[CH2:10][N:11]([CH3:12])[C:43]([C:36]2[C:37]3[CH2:38][CH2:39][CH2:40][CH2:41][C:42]=3[C:33]([N+:30]([O-:32])=[O:31])=[CH:34][CH:35]=2)=[O:44])[CH:5]=[CH:6][C:7]=1[Cl:8]. Reported procedure: Using a procedure analogous to that described in Example 3, N-[(S)-2-(3,4-dichlorophenyl)4-[4-[(S)-2-methylsulfinylphenyl]-1-piperidinyl]butyl]-N-methylamine was reacted with 4-nitro-5,6,7,8-tetrahydro-1-naphthalenecarbonyl chloride [prepared from 4-nitro-5,6,7,8-tetrahydro-1-naphthalenecarboxylic acid (T. Nakayama, T. Okutome, R. Matsui, M. Kurumi, Y. Sakurai, T. Aoyama, S. Fujii, Chem. Pharm. Bull. 32(10) 3968 (1984))] and the product was converted to the citrate salt MS: m/z 656 (M+H). Analys...